This data is from the Open Reaction Database (ORD), a public repository of structured organic reaction records. The task is: describe an organic reaction: reactants, conditions, products, and yield Starting materials: CO (methanol), ice, OCCC1COC(OC1)(C)C (5-(2-hydroxyethyl)-2,2-dimethyl-1,3-dioxan), C(Br)(Br)(Br)Br (carbon tetrabromide), C1(=CC=CC=C1)P(C1=CC=CC=C1)C1=CC=CC=C1 (triphenyl-phosphine). Solvent: CN(C=O)C (dimethylformamide). Run at time 8 hour. Product: BrCCC1COC(OC1)(C)C (5-(2-bromoethyl)-2,2-dimethyl-1,3-dioxan). Isolated yield 33.2%. RXN SMILES: O[CH2:2][CH2:3][CH:4]1[CH2:9][O:8][C:7]([CH3:11])([CH3:10])[O:6][CH2:5]1.C(Br)(Br)(Br)[Br:13].C1(P(C2C=CC=CC=2)C2C=CC=CC=2)C=CC=CC=1.CO>CN(C)C=O>[Br:13][CH2:2][CH2:3][CH:4]1[CH2:9][O:8][C:7]([CH3:11])([CH3:10])[O:6][CH2:5]1. Procedure details: To an ice-cooled solution of 5-(2-hydroxyethyl)-2,2-dimethyl-1,3-dioxan (1.92 g, 12 mmol) and carbon tetrabromide (7.96 g, 24 mmol) in dimethylformamide (100 ml), triphenyl-phosphine (6.30 g, 24 mmol) was added and the solution was left at 4° C. overnight. To this solution methanol (20 ml) was added and the solvent was then evaporated under reduced pressure. The residue was purified by column chromatography on silica gel, eluting with hexane-acetone (12:1) to afford 5-(2-bromoethyl)-2,2-dimethyl... The reactants are four, C(C=1C(C(=O)O)=CC(C(=O)O)=C(C(=O)O)C1)(=O)O (pyromellitic acid), C(CCCCCCC)O (n-octanol). The reagents and catalysts are CC([O-])C.CC([O-])C.CC([O-])C.CC([O-])C.[Ti+4] (titanium tetraisopropoxide). The solvent is C=1(C(=CC=CC1)C)C (xylene). Run at temperature 160 celsius. Yields the product C(C=1C(C(=O)OCCCCCCCC)=CC(C(=O)OCCCCCCCC)=C(C(=O)OCCCCCCCC)C1)(=O)OCCCCCCCC (tetraoctyl pyromellitate). The yield is 209.0%. Reaction SMILES: [C:1]([OH:18])(=[O:17])[C:2]1[C:3](=[CH:7][C:8](=[C:12]([CH:16]=1)[C:13]([OH:15])=[O:14])[C:9]([OH:11])=[O:10])[C:4]([OH:6])=[O:5].[CH2:19](O)[CH2:20][CH2:21][CH2:22][CH2:23][CH2:24][CH2:25][CH3:26]>CC(C)[O-].CC(C)[O-].CC(C)[O-].CC(C)[O-].[Ti+4].C1(C)C(C)=CC=CC=1>[C:9]([O:11][CH2:9][CH2:8][CH2:7][CH2:3][CH2:2][CH2:16][CH2:12][CH3:13])(=[O:10])[C:8]1[C:12](=[CH:16][C:2](=[C:3]([CH:7]=1)[C:4]([O:6][CH2:19][CH2:20][CH2:21][CH2:22][CH2:23][CH2:24][CH2:25][CH3:26])=[O:5])[C:1]([O:18][CH2:19][CH2:20][CH2:21][CH2:22][CH2:23][CH2:24][CH2:25][CH3:26])=[O:17])[C:13]([O:15][CH2:19][CH2:20][CH2:21][CH2:22][CH2:23][CH2:24][CH2:25][CH3:26])=[O:14] |f:2.3.4.5.6|. Procedure: To a 2-liter four necked flask equipped with Dean Stark apparatus, 218 g of anhydrous pyromellitic acid, 650 g of n-octanol, 0.2 g of titanium tetraisopropoxide and 300 cc of xylene were added and reacted with stirring at 160 degrees C. for 4 hours under nitrogen stream while distilling water. Subsequently, washing by saturated brine and washing by 0.1 N aqueous sodium hydroxide were respectively conducted three times, followed by being dried by anhydrous magnesium sulfate. After magnesium sulfa... Starting materials: CO (methanol), solution, Cl (hydrogen chloride), CN1[C@H](CCC1)COC1=C(C=CC=C1)CCC1=CC=CC=C1 ((R)-1-methyl-2-[2-(2-phenylethyl)phenoxymethyl]pyrrolidine). Solvent: O1CCOCC1 (dioxane), O1CCOCC1 (dioxane). Product: Cl.CN1[C@H](CCC1)COC1=C(C=CC=C1)CCC1=CC=CC=C1 ((R)-1-Methyl-2-[2-(2-phenylethyl)phenoxymethyl]pyrrolidine hydrochloride). Isolated yield 85.0%. Reaction SMILES: [ClH:1].[CH3:2][N:3]1[CH2:7][CH2:6][CH2:5][C@@H:4]1[CH2:8][O:9][C:10]1[CH:15]=[CH:14][CH:13]=[CH:12][C:11]=1[CH2:16][CH2:17][C:18]1[CH:23]=[CH:22][CH:21]=[CH:20][CH:19]=1.CO>O1CCOCC1>[ClH:1].[CH3:2][N:3]1[CH2:7][CH2:6][CH2:5][C@@H:4]1[CH2:8][O:9][C:10]1[CH:15]=[CH:14][CH:13]=[CH:12][C:11]=1[CH2:16][CH2:17][C:18]1[CH:23]=[CH:22][CH:21]=[CH:20][CH:19]=1 |f:4.5|. Reported procedure: 0.63 ml of a 4N solution of hydrogen chloride in dioxane was added to a solution of 670 mg of (R)-1-methyl-2-[2-(2-phenylethyl)phenoxymethyl]pyrrolidine [prepared as described in step (a) above] in a small amount of dioxane, and the resulting mixture was freed from the solvent by evaporation under reduced pressure. The resulting residue was then dissolved in a small amount of methanol, ethyl acetate was added to the solution, and the resulting mixture was allowed to stand at room temperature. Th... The reactants are [Si](C)(C)(C(C)(C)C)N1C(CC1CC=O)=O (1-(t-butyldimethylsilyl)-4-(2-oxoethyl)-2-azetidinone), COC1=CC=C(C=C1)[Mg]Br (p-methoxyphenyl-magnesium bromide). Solvent: CCOCC (ether). Product: N1C(CC1)=O (2-azetidinone), COC1=CC=C(C=C1)[Mg]Br (p-methoxyphenyl-magnesium bromide). Reaction SMILES: [Si]([N:8]1[CH:11](CC=O)[CH2:10][C:9]1=[O:15])(C(C)(C)C)(C)C.[CH3:16][O:17][C:18]1[CH:23]=[CH:22][C:21]([Mg:24][Br:25])=[CH:20][CH:19]=1>CCOCC>[NH:8]1[CH2:11][CH2:10][C:9]1=[O:15].[CH3:16][O:17][C:18]1[CH:23]=[CH:22][C:21]([Mg:24][Br:25])=[CH:20][CH:19]=1. Reported procedure: Treatment of 1-(t-butyldimethylsilyl)-4-(2-oxoethyl)-2-azetidinone (0.01 mole) with p-methoxyphenyl-magnesium bromide (1.1 eq.; in ether at 0° C. gives 2-azetidinone with p-methoxyphenyl-magnesium bromide gives 1-(t-butyl dimethylsilyl)-4-(2-hydroxyethyl-2-p-methoxyphenyl)-2-azetidinone which is acetylated as described before (Ex. 3, Step C) to give 4-(2-acetoxy-2-p-methoxyphenyl)-2-azetidinone. Reactants: COC(C1=CC(=CC(=C1)OC1CCOCC1)OCC)=O (3-ethoxy-5-(tetrahydro-pyran-4-yloxy)-benzoic acid methyl ester), [H-].[Al+3].[Li+].[H-].[H-].[H-] (lithium aluminium hydride), product. The reagents and catalysts are O=[Mn]=O (MnO2). The solvent is C1CCOC1 (THF), C1CCOC1 (THF). Reaction conditions: time 4 hour. The product is C(C)OC=1C=C(C=O)C=C(C1)OC1CCOCC1 (3-Ethoxy-5-(tetrahydro-pyran-4-yloxy)-benzaldehyde). Reaction SMILES: C[O:2][C:3](=O)[C:4]1[CH:9]=[C:8]([O:10][CH:11]2[CH2:16][CH2:15][O:14][CH2:13][CH2:12]2)[CH:7]=[C:6]([O:17][CH2:18][CH3:19])[CH:5]=1.[H-].[Al+3].[Li+].[H-].[H-].[H-]>C1COCC1.O=[Mn]=O>[CH2:18]([O:17][C:6]1[CH:5]=[C:4]([CH:9]=[C:8]([O:10][CH:11]2[CH2:16][CH2:15][O:14][CH2:13][CH2:12]2)[CH:7]=1)[CH:3]=[O:2])[CH3:19] |f:1.2.3.4.5.6|. Procedure: To a solution of 3-ethoxy-5-(tetrahydro-pyran-4-yloxy)-benzoic acid methyl ester (0.64 g, 2.28 mmol, 1.0 equiv) in anhydrous THF (20 mL) was added lithium aluminium hydride (0.217 g, 5.71 mmol, 2.5 equiv) and the reaction mixture stirred at rt for 4 h. The crude reaction mixture was filtered over Hyflo Super Cel, the filtrate extracted with diethyl ether (3×50 mL) and the combined organic phases dried over MgSO4 providing 0.56 g (100%) of the benzyl alcohol. The crude reaction product (0.56 g, 2... As a reaction SMILES: [CH3:30][S:31]([CH3:32])=[O:33].[Cl:14][c:15]1[n:16][cH:17][c:18]([C:21]#[N:22])[cH:19][cH:20]1.[K+:23].[K+:24].[O-:25][C:26]([O-:27])=[O:28].[OH2:29].[OH:1][c:2]1[cH:3][cH:4][c:5]([CH:12]=[O:13])[c:6]2[cH:7][cH:8][cH:9][cH:10][c:11]12>>[O:1]([c:2]1[cH:3][cH:4][c:5]([CH:12]=[O:13])[c:6]2[cH:7][cH:8][cH:9][cH:10][c:11]12)[c:15]1[n:16][cH:17][c:18]([C:21]#[N:22])[cH:19][cH:20]1. Starting materials: CS(C)=O, N#Cc1ccc(Cl)nc1, [K+], [K+], O=C([O-])[O-], O, O=Cc1ccc(O)c2ccccc12. The product is N#Cc1ccc(Oc2ccc(C=O)c3ccccc23)nc1. The reactants are BrC=1N=C(C(=NC1)N)C=1N(C2=C(C=NC=C2)N1)CC (5-bromo-3-(1-ethyl-1H-imidazo[4,5-c]pyridin-2-yl)pyrazin-2-amine), C1(=CC=CC=C1)C=1C=C(C=CC1)B(O)O (3-phenylbenzeneboronic acid), C(=O)([O-])[O-].[K+].[K+] (K2CO3). The reagents and catalysts are Cl[Pd]([P](C1=CC=CC=C1)(C2=CC=CC=C2)C3=CC=CC=C3)([P](C4=CC=CC=C4)(C5=CC=CC=C5)C6=CC=CC=C6)Cl (Pd(PPh3)2Cl2). The solvent is CN(C=O)C (N,N-dimethylformamide). Run at temperature 200 celsius. Product: C1(=CC(=CC=C1)C=1N=C(C(=NC1)N)C=1N(C2=C(C=NC=C2)N1)CC)C1=CC=CC=C1 (5-[1,1′-biphenyl-3-yl)-3-(1-ethyl-1-H-imidazo[4,5-c]pyridin-2-yl)pyrazin-2-amine). Yield: 5.4%. RXN SMILES: Br[C:2]1[N:3]=[C:4]([C:9]2[N:10]([CH2:18][CH3:19])[C:11]3[CH:16]=[CH:15][N:14]=[CH:13][C:12]=3[N:17]=2)[C:5]([NH2:8])=[N:6][CH:7]=1.[C:20]1([C:26]2[CH:27]=[C:28](B(O)O)[CH:29]=[CH:30][CH:31]=2)[CH:25]=[CH:24][CH:23]=[CH:22][CH:21]=1.C([O-])([O-])=O.[K+].[K+]>CN(C)C=O.Cl[Pd](Cl)([P](C1C=CC=CC=1)(C1C=CC=CC=1)C1C=CC=CC=1)[P](C1C=CC=CC=1)(C1C=CC=CC=1)C1C=CC=CC=1>[C:20]1([C:26]2[CH:31]=[CH:30][CH:29]=[CH:28][CH:27]=2)[CH:25]=[CH:24][CH:23]=[C:22]([C:2]2[N:3]=[C:4]([C:9]3[N:10]([CH2:18][CH3:19])[C:11]4[CH:16]=[CH:15][N:14]=[CH:13][C:12]=4[N:17]=3)[C:5]([NH2:8])=[N:6][CH:7]=2)[CH:21]=1 |f:2.3.4,^1:48,67|. Procedure details: 5-bromo-3-(1-ethyl-1H-imidazo[4,5-c]pyridin-2-yl)pyrazin-2-amine (0.032 g, 0.10 mmol) (made in example 2), 3-phenylbenzeneboronic acid (0.040 g, 0.20 mmol), Pd(PPh3)2Cl2 (0.0035 g, 0.005 mmol) and K2CO3 (0.050 g, 0.36 mmol) were combined in 0.5 mL of N,N-dimethylformamide and heated to 200° C. in the SmithSynthesizer microwave for 8 minutes. The reaction mixture was concentrated in vacuo and the residue purified by mass directed HPLC to give 0.0021 g of the title compound. Starting materials: [OH-].[Na+] (sodium hydroxide), CC1=CC=C(C=C1)C(=O)C(CCCl)Br (1-bromo-3-chloropropyl 4-methylphenyl ketone), N1C=NC=C1 (imidazole), ice water. Reagents/catalysts: [Br-].C(CCC)[N+](CCCC)(CCCC)CCCC (tetrabutylammonium bromide). Solvent: CN(C=O)C (dimethylformamide). Yields the product CC1=CC=C(C(=O)C2(CC2)N2C=NC=C2)C=C1 (1-(4-methylbenzoyl)-1-(imidazol-1-yl)-cyclopropane). Reaction SMILES: [CH3:1][C:2]1[CH:7]=[CH:6][C:5]([C:8]([CH:10](Br)[CH2:11][CH2:12]Cl)=[O:9])=[CH:4][CH:3]=1.[NH:15]1[CH:19]=[CH:18][N:17]=[CH:16]1.[OH-].[Na+]>CN(C)C=O.[Br-].C([N+](CCCC)(CCCC)CCCC)CCC>[CH3:1][C:2]1[CH:7]=[CH:6][C:5]([C:8]([C:10]2([N:15]3[CH:19]=[CH:18][N:17]=[CH:16]3)[CH2:12][CH2:11]2)=[O:9])=[CH:4][CH:3]=1 |f:2.3,5.6|. Reported procedure: 82.6 g=0.3 mol of 1-bromo-3-chloropropyl 4-methylphenyl ketone were added in portions at 0°-5° C. with stirring and cooling to a solution of 102 g=1.5 mol of imidazole in 150 ml of dimethylformamide, and the mixture was stirred for 15 hours at room temperature. For work-up, the mixture was poured into 1.5 liters of ice water and extracted twice with 150 ml of methylene chloride in each case, and the organic phase was washed twice with 100 ml of 2N NaOH in each case, dried over sodium sulfate and... Starting materials: CC1(OCCO1)CCCCN1N=C(C=C1)N (1-[4-(2-methyl-[1,3]dioxolan-2-yl)-butyl]-1H-pyrazol-3-ylamine), C1(=CC=CC=C1)C1=C(N=CO1)C(=O)O (5-phenyl-oxazole-4-carboxylic acid). Product: O=C(CCCCN1N=C(C=C1)NC(=O)C=1N=COC1C1=CC=CC=C1)C (5-Phenyl-oxazole-4-carboxylic acid [1-(5-oxo-hexyl)-1H-pyrazol-3-yl]-amide). As a reaction SMILES: [CH3:1][C:2]1([CH2:7][CH2:8][CH2:9][CH2:10][N:11]2[CH:15]=[CH:14][C:13]([NH2:16])=[N:12]2)[O:6]CCO1.[C:17]1([C:23]2[O:27][CH:26]=[N:25][C:24]=2[C:28](O)=[O:29])[CH:22]=[CH:21][CH:20]=[CH:19][CH:18]=1>>[O:6]=[C:2]([CH3:1])[CH2:7][CH2:8][CH2:9][CH2:10][N:11]1[CH:15]=[CH:14][C:13]([NH:16][C:28]([C:24]2[N:25]=[CH:26][O:27][C:23]=2[C:17]2[CH:18]=[CH:19][CH:20]=[CH:21][CH:22]=2)=[O:29])=[N:12]1. Reported procedure: Following general procedure B followed by either C or D, starting from 1-[4-(2-methyl-[1,3]dioxolan-2-yl)-butyl]-1H-pyrazol-3-ylamine and 5-phenyl-oxazole-4-carboxylic acid. The reactants are CCOC(=O)CCc1ccc(Cn2cccc(-c3ccc(NC(=O)Nc4ccccc4C)cc3)c2=O)cc1, Cl, [Li+], C1CCOC1, [OH-], O. Product: Cc1ccccc1NC(=O)Nc1ccc(-c2cccn(Cc3ccc(CCC(=O)O)cc3)c2=O)cc1. Reaction SMILES: [CH2:1]([CH3:2])[O:3][C:4]([CH2:5][CH2:6][c:7]1[cH:8][cH:9][c:10]([CH2:13][n:14]2[c:15](=[O:37])[c:16](-[c:20]3[cH:21][cH:22][c:23]([NH:26][C:27](=[O:28])[NH:29][c:30]4[c:31]([CH3:36])[cH:32][cH:33][cH:34][cH:35]4)[cH:24][cH:25]3)[cH:17][cH:18][cH:19]2)[cH:11][cH:12]1)=[O:38].[ClH:41].[Li+:39].[O:42]1[CH2:43][CH2:44][CH2:45][CH2:46]1.[OH-:40].[OH2:47]>>[O:3]=[C:4]([CH2:5][CH2:6][c:7]1[cH:8][cH:9][c:10]([CH2:13][n:14]2[c:15](=[O:37])[c:16](-[c:20]3[cH:21][cH:22][c:23]([NH:26][C:27](=[O:28])[NH:29][c:30]4[c:31]([CH3:36])[cH:32][cH:33][cH:34][cH:35]4)[cH:24][cH:25]3)[cH:17][cH:18][cH:19]2)[cH:11][cH:12]1)[OH:38].